From a dataset of the Open Reaction Database (ORD), a public repository of structured organic reaction records. describe an organic reaction: reactants, conditions, products, and yield Starting materials: 3A, Cl.NO (hydroxylamine hydrochloride), N1=CC=CC=C1 (pyridine), C(C=C)C1(C2=C(CCC3=C1C=CC=C3)C=CC=C2)CC=O (2-[10,11-dihydro-5-(2-propenyl)-5H-dibenzo[a,d]cyclohepten-5-yl]-ethanal). Run in ClCCl (dichloromethane). Run at time 16 hour. Yields the product C(C=C)C1(C2=C(CCC3=C1C=CC=C3)C=CC=C2)CC=NO (2-[10,11-dihydro-5-(2-propenyl)-5H-dibenzo[a,d]cyclohepten-5-yl]-ethanone oxime). The yield is 61.6%. RXN SMILES: [CH2:1]([C:4]1([CH2:19][CH:20]=O)[C:10]2[CH:11]=[CH:12][CH:13]=[CH:14][C:9]=2[CH2:8][CH2:7][C:6]2[CH:15]=[CH:16][CH:17]=[CH:18][C:5]1=2)[CH:2]=[CH2:3].Cl.[NH2:23][OH:24].N1C=CC=CC=1>ClCCl>[CH2:1]([C:4]1([CH2:19][CH:20]=[N:23][OH:24])[C:10]2[CH:11]=[CH:12][CH:13]=[CH:14][C:9]=2[CH2:8][CH2:7][C:6]2[CH:15]=[CH:16][CH:17]=[CH:18][C:5]1=2)[CH:2]=[CH2:3] |f:1.2|. Procedure details: Dissolved 2-[10,11-dihydro-5-(2-propenyl)-5H-dibenzo[a,d]cyclohepten-5-yl]-ethanal (1.00 g, 3.62 mmol) in 10 mL of dry dichloromethane under a nitrogen atmosphere. Added 3A sieves, hydroxylamine hydrochloride (0.38 g, 5.43 mmol), and pyridine (0.58 mL, 0.57 g, 7.24 mmol). Stirred at room temperature for 16 hours. Filtered to remove sieve dust, and washed solid with water and dichloromethane. Separated layers of filtrate. Dried organic solution with MgSO4, filtered, and evaporated. Purified crude... The reactants are COC1OC(CC1)OC (2,5-dimethoxytetrahydrofuran), ClC1=CC(=C(N)C=C1)[N+](=O)[O-] (4-chloro-2-nitroaniline). The solvent is C(C)(=O)O (acetic acid). The product is ClC1=CC(=C(C=C1)N1C=CC=C1)[N+](=O)[O-] (1-(4-chloro-2-nitrophenyl) pyrrole). Reaction SMILES: CO[CH:3]1[CH2:7][CH2:6][CH:5](OC)O1.[Cl:10][C:11]1[CH:17]=[CH:16][C:14]([NH2:15])=[C:13]([N+:18]([O-:20])=[O:19])[CH:12]=1>C(O)(=O)C>[Cl:10][C:11]1[CH:17]=[CH:16][C:14]([N:15]2[CH:3]=[CH:7][CH:6]=[CH:5]2)=[C:13]([N+:18]([O-:20])=[O:19])[CH:12]=1. Reported procedure: 100 g (0.75 mole) of 2,5-dimethoxytetrahydrofuran are added dropwise to a stirred solution of 86.3 g (0.5 mole) of 4-chloro-2-nitroaniline in 500 ml. of glacial acetic acid. The solution is refluxed under a nitrogen atmosphere for 30 minutes, filtered, and poured into 2500 ml. of water. The aqueous solution is extracted with chloroform. The chloroform solution is dried with anhydrous sodium sulfate and concentrated to a brown oil. The brown oil is dissolved in an ether-petroleum ether-mixture an... The reactants are CI (methyl iodide), C(C)N(C(=S)N)C (N-ethyl-N-methylthiourea), C(C)(=O)OCC (ethyl acetate). Run in CN(C=O)C (N,N-dimethylformamide). Run at time 15 hour. Yields the product I.C(C)N(C(SC)=N)C (N-ethyl-N-methyl-S-methylisothiourea hydroiodide). Reaction SMILES: [CH2:1]([N:3]([CH3:7])[C:4]([NH2:6])=[S:5])[CH3:2].C[I:9].[C:10](OCC)(=O)C>CN(C)C=O>[IH:9].[CH2:1]([N:3]([CH3:7])[C:4](=[NH:6])[S:5][CH3:10])[CH3:2] |f:4.5|. Procedure details: 5.8 g (49 mmol) of N-ethyl-N-methylthiourea was dissolved in 10 ml of N,N-dimethylformamide. 8.8 g (62 mmol) of methyl iodide was added at room temperature, and the mixture was stirred at room temperature for 15 hours. 500 ml of ethyl acetate was added to the mixture, and precipitated crystals were collected by filtration and then washed with ethyl acetate to obtain 3.1 g of N-ethyl-N-methyl-S-methylisothiourea hydroiodide as pale yellow crystals. Starting materials: S(=O)(Cl)Cl (Thionyl chloride), C(#N)C=1C=CC2=C(CCC=3C(=NC=CC3)C2(O)C2CCN(CC2)C)C1 (8-cyano-6,11-dihydro-11-(1-methyl-4-piperidyl)-5H-benzo[ 5,6]cyclohepta[1,2-b]pyridin-11-ol). Yields the product C(#N)C=1C=CC2=C(CCC=3C(=NC=CC3)C2=C2CCN(CC2)C)C1 (8-cyano-11-(1-methyl-4-piperidylidene)-6,11-dihydro-5H-benzo[5,6]cyclohepta[1,2-b]pyridine). The yield is 62.6%. As a reaction SMILES: S(Cl)(Cl)=O.[C:5]([C:7]1[CH:8]=[CH:9][C:10]2[C:20]([CH:22]3[CH2:27][CH2:26][N:25]([CH3:28])[CH2:24][CH2:23]3)(O)[C:15]3=[N:16][CH:17]=[CH:18][CH:19]=[C:14]3[CH2:13][CH2:12][C:11]=2[CH:29]=1)#[N:6]>>[C:5]([C:7]1[CH:8]=[CH:9][C:10]2[C:20](=[C:22]3[CH2:27][CH2:26][N:25]([CH3:28])[CH2:24][CH2:23]3)[C:15]3=[N:16][CH:17]=[CH:18][CH:19]=[C:14]3[CH2:13][CH2:12][C:11]=2[CH:29]=1)#[N:6]. Reported procedure: Thionyl chloride (15 ml) was added to 2.7 g of 8-cyano-6,11-dihydro-11-(1-methyl-4-piperidyl)-5H-benzo[ 5,6]cyclohepta[1,2-b]pyridin-11-ol, followed by reflux for 8 hours. The reaction mixture was concentrated under reduced pressure. An aqueous solution of sodium hydroxide was added to the residue to render the latter basic, followed by extraction with chloroform. The extract was dried over anhydrous Na2SO4 and filtered and the filtrate was concentrated under reduced pressure. The residue was pu... Reactants: OC=1C(=C2CCC(OC2=C(C1C)C)(C(=O)N)C)C (6-hydroxy-2,5,7,8-tetramethylchroman-2-carboxamide), O=[N+]([O-])[O-].[O-][N+]([O-])=O.[O-][N+]([O-])=O.[O-][N+]([O-])=O.[O-][N+]([O-])=O.[O-][N+]([O-])=O.[Ce+4].[NH4+].[NH4+] (CAN). Product: OC(C(=O)N)(CCC1=C(C(C(=C(C1=O)C)C)=O)C)C (2-hydroxy-2-methyl-4-(2,4,5-trimethyl-3,6-dioxocyclohexa-1,4-dienyl)butanamide). Yield: 79.2%. RXN SMILES: [OH:1][C:2]1[C:3]([CH3:18])=[C:4]2[C:9](=[C:10]([CH3:13])[C:11]=1[CH3:12])[O:8][C:7]([CH3:17])([C:14]([NH2:16])=[O:15])[CH2:6][CH2:5]2.[O:19]=[N+]([O-])[O-].[O-][N+](=O)[O-].[O-][N+](=O)[O-].[O-][N+](=O)[O-].[O-][N+](=O)[O-].[O-][N+](=O)[O-].[Ce+4].[NH4+].[NH4+]>>[OH:19][C:7]([CH3:17])([CH2:6][CH2:5][C:4]1[C:9](=[O:8])[C:10]([CH3:13])=[C:11]([CH3:12])[C:2](=[O:1])[C:3]=1[CH3:18])[C:14]([NH2:16])=[O:15] |f:1.2.3.4.5.6.7.8.9|. Procedure details: Oxidation as described in protocol B, using 186 mg (0.747 mmol) of 6-hydroxy-2,5,7,8-tetramethylchroman-2-carboxamide and 907 mg CAN (1.65 mmol) yielded 157 mg of 2-hydroxy-2-methyl-4-(2,4,5-trimethyl-3,6-dioxocyclohexa-1,4-dienyl)butanamide as a yellow solid.